describe an organic reaction: reactants, conditions, products, and yield From a dataset of the Open Reaction Database (ORD), a public repository of structured organic reaction records. Reactants: CCOCC, OC(CCl)c1ccc(F)cc1, [Na+], [OH-]. Yields the product Fc1ccc(C2CO2)cc1. Reaction SMILES: [CH3:14][CH2:15][O:16][CH2:17][CH3:18].[Cl:3][CH2:4][CH:5]([OH:6])[c:7]1[cH:8][cH:9][c:10]([F:13])[cH:11][cH:12]1.[Na+:2].[OH-:1]>>[CH2:4]1[CH:5]([c:7]2[cH:8][cH:9][c:10]([F:13])[cH:11][cH:12]2)[O:6]1. Starting materials: ClCCl, CC(Cl)OC(=O)Cl, Cl, Cl, CCCCOC(=O)COc1ccc(C(=O)CN2CCN(C3CCNCC3)CC2=O)cc1, O. Product: CCCCOC(=O)COc1ccc(C(=O)CN2CCN(C3CCN(C(=O)OC(C)Cl)CC3)CC2=O)cc1. As a reaction SMILES: [CH2:42]([Cl:43])[Cl:44].[Cl:34][C:35](=[O:36])[O:37][CH:38]([CH3:39])[Cl:40].[ClH:1].[ClH:2].[O:3]=[C:4]1[N:5]([CH2:16][C:17](=[O:18])[c:19]2[cH:20][cH:21][c:22]([O:23][CH2:24][C:25](=[O:26])[O:27][CH2:28][CH2:29][CH2:30][CH3:31])[cH:32][cH:33]2)[CH2:6][CH2:7][N:8]([CH:10]2[CH2:11][CH2:12][NH:13][CH2:14][CH2:15]2)[CH2:9]1.[OH2:41]>>[O:3]=[C:4]1[N:5]([CH2:16][C:17](=[O:18])[c:19]2[cH:20][cH:21][c:22]([O:23][CH2:24][C:25](=[O:26])[O:27][CH2:28][CH2:29][CH2:30][CH3:31])[cH:32][cH:33]2)[CH2:6][CH2:7][N:8]([CH:10]2[CH2:11][CH2:12][N:13]([C:35](=[O:36])[O:37][CH:38]([CH3:39])[Cl:40])[CH2:14][CH2:15]2)[CH2:9]1. The reactants are C1(O)=CC=C(O)C=C1 (hydroquinone), C(CCCCCCCCCCCCCCC(C)C)(=O)Cl (isostearoyl chloride). Product: C(CCCCCCCCCCCCCCC(C)C)(=O)O.C1(O)=CC=C(O)C=C1 (hydroquinone monoisostearate). Reaction SMILES: [C:1]1([CH:8]=[CH:7][C:5]([OH:6])=[CH:4][CH:3]=1)[OH:2].[C:9](Cl)(=[O:27])[CH2:10][CH2:11][CH2:12][CH2:13][CH2:14][CH2:15][CH2:16][CH2:17][CH2:18][CH2:19][CH2:20][CH2:21][CH2:22][CH2:23][CH:24]([CH3:26])[CH3:25]>>[C:9]([OH:27])(=[O:2])[CH2:10][CH2:11][CH2:12][CH2:13][CH2:14][CH2:15][CH2:16][CH2:17][CH2:18][CH2:19][CH2:20][CH2:21][CH2:22][CH2:23][CH:24]([CH3:26])[CH3:25].[C:1]1([CH:8]=[CH:7][C:5]([OH:6])=[CH:4][CH:3]=1)[OH:2] |f:2.3|. Procedure details: According to the same procedure as described in Preparation 1, hydroquinone and isostearoyl chloride (prepared by chlorination of isostearic acid with thionyl chloride) were reacted and the reaction mixture was extracted with ethyl acetate. The extract was washed with water and the solvent was removed. The resulting residue was thoroughly washed with water to remove unreacted hydroquinone and concentrated on a water bath at 70° C. under the reduced pressure of 1 mmHg to give hydroquinone monoiso... Reactants: CC1=C(SC=C1)C(CC1=C(C=CC=C1)[N+](=O)[O-])=NO (1-(3-methyl-2-thienyl)-2-(2-nitrophenyl)ethanone oxime), C(C)(=O)OC(C)=O (acetic anhydride). Solvent: N1=CC=CC=C1 (pyridine). Product: C(C)(=O)O.CC1=C(SC=C1)C(CC1=C(C=CC=C1)[N+](=O)[O-])=NO (1-(3-Methyl-2-thienyl)-2-(2-nitrophenyl)ethanone oxime acetate). RXN SMILES: [CH3:1][C:2]1[CH:6]=[CH:5][S:4][C:3]=1[C:7](=[N:18][OH:19])[CH2:8][C:9]1[CH:14]=[CH:13][CH:12]=[CH:11][C:10]=1[N+:15]([O-:17])=[O:16].[C:20]([O:23]C(=O)C)(=[O:22])[CH3:21]>N1C=CC=CC=1>[C:20]([OH:23])(=[O:22])[CH3:21].[CH3:1][C:2]1[CH:6]=[CH:5][S:4][C:3]=1[C:7](=[N:18][OH:19])[CH2:8][C:9]1[CH:14]=[CH:13][CH:12]=[CH:11][C:10]=1[N+:15]([O-:17])=[O:16] |f:3.4|. Reported procedure: A mixture of 15.0 g of 1-(3-methyl-2-thienyl)-2-(2-nitrophenyl)ethanone oxime, 27 ml of pyridine and 14 ml of acetic anhydride was heated on a steam bath for 0.5 hr, with stirring. The solution was decanted into ice-water. The solid was collected and recrystallized from 95% ethanol to give 14.8 g of product, mp 60°-68° C. Reactants: CS(=O)(=O)OCCC=1N=C(SC1)C1=CC(=C(C(=C1)OC)OC)OC (4-(2-Methanesulfonyloxyethyl)-2-(3,4,5-trimethoxy-phenyl)thiazole), N1CCNCC1 (piperazine). Yields the product COC=1C=C(C=C(C1OC)OC)C=1SC=C(N1)CCN1CCN(CC1)CCC=1N=C(SC1)C1=CC(=C(C(=C1)OC)OC)OC (N,N′-bis[2-[2-(3,4,5-Trimethoxyphenyl)-thiazol-4-yl]ethyl]piperazine). As a reaction SMILES: CS(O[CH2:6][CH2:7][C:8]1[N:9]=[C:10]([C:13]2[CH:18]=[C:17]([O:19][CH3:20])[C:16]([O:21][CH3:22])=[C:15]([O:23][CH3:24])[CH:14]=2)[S:11][CH:12]=1)(=O)=O.[NH:25]1[CH2:30][CH2:29][NH:28][CH2:27][CH2:26]1>>[CH3:24][O:23][C:15]1[CH:14]=[C:13]([C:10]2[S:11][CH:12]=[C:8]([CH2:7][CH2:6][N:25]3[CH2:30][CH2:29][N:28]([CH2:6][CH2:7][C:8]4[N:9]=[C:10]([C:13]5[CH:14]=[C:15]([O:23][CH3:24])[C:16]([O:21][CH3:22])=[C:17]([O:19][CH3:20])[CH:18]=5)[S:11][CH:12]=4)[CH2:27][CH2:26]3)[N:9]=2)[CH:18]=[C:17]([O:19][CH3:20])[C:16]=1[O:21][CH3:22]. Reported procedure: 4-(2-Methanesulfonyloxyethyl)-2-(3,4,5-trimethoxy-phenyl)thiazole (164 mg) and piperazine (17 mg) were reacted in the same manner in Example 1 to obtain the title compound as a free base. The solvent is [N+](=O)([O-])C1=CC=CC=C1 (nitrobenzene). Procedure: DE 340091 describes the preparation of 3,4,9,10-tetracyanoperylene from 3,4,9-tricyano-10-bromoperylene. 3,4,9-tricyano-10-bromoperylene was prepared from 3,4,9,10-tetrabromo-perylene, which was obtained by bromination of perylene in nitrobenzene. Reactants: BrC=1C=CC=2C=3C=CC(=C4C(=CC=C(C5=CC=C(C1C52)Br)C43)Br)Br (3,4,9,10-tetrabromo-perylene), C(#N)C=1C=CC=2C=3C=CC(=C4C(=CC=C(C5=CC=C(C1C52)C#N)C43)C#N)C#N (3,4,9,10-tetracyanoperylene), C(#N)C=1C=CC=2C=3C=CC(=C4C(=CC=C(C5=CC=C(C1C52)C#N)C43)C#N)Br (3,4,9-tricyano-10-bromoperylene). RXN SMILES: C([C:3]1[CH:4]=[CH:5][C:6]2[C:7]3[CH:8]=[CH:9][C:10](C#N)=[C:11]4[C:24]=3[C:15]([C:16]3[C:21]=2[C:20]=1[C:19](C#N)=[CH:18][CH:17]=3)=[CH:14][CH:13]=[C:12]4C#N)#N.[C:29]([C:31]1[CH:32]=[CH:33][C:34]2[C:35]3[CH:36]=[CH:37][C:38]([Br:55])=[C:39]4[C:52]=3[C:43]([C:44]3[C:49]=2[C:48]=1[C:47]([C:50]#[N:51])=[CH:46][CH:45]=3)=[CH:42][CH:41]=[C:40]4[C:53]#[N:54])#[N:30].BrC1C=CC2C3C=CC(Br)=C4C=3C(C3C=2C=1C(Br)=CC=3)=CC=C4Br>[N+](C1C=CC=CC=1)([O-])=O>[C:29]([C:31]1[CH:32]=[CH:33][C:34]2[C:35]3[CH:36]=[CH:37][C:38]([Br:55])=[C:39]4[C:52]=3[C:43]([C:44]3[C:49]=2[C:48]=1[C:47]([C:50]#[N:51])=[CH:46][CH:45]=3)=[CH:42][CH:41]=[C:40]4[C:53]#[N:54])#[N:30].[CH:8]1[C:7]2=[C:24]3[C:15]([C:16]4[C:21]5[C:20](=[CH:3][CH:4]=[CH:5][C:6]2=5)[CH:19]=[CH:18][CH:17]=4)=[CH:14][CH:13]=[CH:12][C:11]3=[CH:10][CH:9]=1. Yields the product C(#N)C=1C=CC=2C=3C=CC(=C4C(=CC=C(C5=CC=C(C1C52)C#N)C43)C#N)Br (3,4,9-tricyano-10-bromoperylene), C1=CC=C2C=CC=C3C4=CC=CC5=CC=CC(C1=C23)=C45 (perylene). Reactants: BrCc1ccccc1, COC(=O)c1cc(C)n[nH]1, Cl, [K+], [K+], O=C([O-])[O-], CN(C)C=O. Product: COC(=O)c1cc(C)nn1Cc1ccccc1. Reaction SMILES: [Br:17][CH2:18][c:19]1[cH:20][cH:21][cH:22][cH:23][cH:24]1.[CH3:1][O:2][C:3](=[O:4])[c:5]1[nH:6][n:7][c:8]([CH3:10])[cH:9]1.[ClH:25].[K+:11].[K+:12].[O-:13][C:14]([O-:15])=[O:16].[O:26]=[CH:27][N:28]([CH3:29])[CH3:30]>>[CH3:1][O:2][C:3](=[O:4])[c:5]1[n:6]([CH2:18][c:19]2[cH:20][cH:21][cH:22][cH:23][cH:24]2)[n:7][c:8]([CH3:10])[cH:9]1.